From a dataset of the Open Reaction Database (ORD), a public repository of structured organic reaction records. describe an organic reaction: reactants, conditions, products, and yield Reactants: Intermediate 13, CC1CC(C(CC1)=O)CC(=O)C1=NC2=C(N1C)C=CC=C2 (4-methyl-2-[2-(1-methyl-1H-benzimidazol-2-yl)-2-oxoethyl]cyclohexanone), NC1=CC=C(C(=O)O)C=C1 (4-aminobenzoic acid). The product is CC1CC=2C=C(N(C2CC1)C1=CC=C(C(=O)O)C=C1)C1=NC2=C(N1C)C=CC=C2 (4-[5-methyl-2-(1-methyl-1H-benzimidazol-2-yl)-4,5,6,7-tetrahydro-1H-indol-1-yl]benzoic acid). The yield is 60.0%. Reaction SMILES: [CH3:1][CH:2]1[CH2:7][CH2:6][C:5](=O)[CH:4]([CH2:9][C:10]([C:12]2[N:16]([CH3:17])[C:15]3[CH:18]=[CH:19][CH:20]=[CH:21][C:14]=3[N:13]=2)=O)[CH2:3]1.[NH2:22][C:23]1[CH:31]=[CH:30][C:26]([C:27]([OH:29])=[O:28])=[CH:25][CH:24]=1>>[CH3:1][CH:2]1[CH2:7][CH2:6][C:5]2[N:22]([C:23]3[CH:31]=[CH:30][C:26]([C:27]([OH:29])=[O:28])=[CH:25][CH:24]=3)[C:10]([C:12]3[N:16]([CH3:17])[C:15]4[CH:18]=[CH:19][CH:20]=[CH:21][C:14]=4[N:13]=3)=[CH:9][C:4]=2[CH2:3]1. Reported procedure: Following the general methods as outlined under Intermediate 13, starting from 4-methyl-2-[2-(1-methyl-1H-benzimidazol-2-yl)-2-oxoethyl]cyclohexanone and 4-aminobenzoic acid, the title compound was isolated in 60% yield (98% purity by HPLC). MS(ESI+): 386.6; MS(ESI−): 384.2. The reactants are CC(c1ccccc1)N1CCC(=O)CC1, Fc1ccccc1CCl. The product is CC(c1ccccc1)N1CCC(O)(Cc2ccccc2F)CC1. As a reaction SMILES: [CH3:10][CH:11]([c:12]1[cH:13][cH:14][cH:15][cH:16][cH:17]1)[N:18]1[CH2:19][CH2:20][C:21](=[O:24])[CH2:22][CH2:23]1.[F:1][c:2]1[c:3]([CH2:4][Cl:5])[cH:6][cH:7][cH:8][cH:9]1>>[F:1][c:2]1[c:3]([CH2:4][C:21]2([OH:24])[CH2:20][CH2:19][N:18]([CH:11]([CH3:10])[c:12]3[cH:13][cH:14][cH:15][cH:16][cH:17]3)[CH2:23][CH2:22]2)[cH:6][cH:7][cH:8][cH:9]1.